This data is from the Open Reaction Database (ORD), a public repository of structured organic reaction records. The task is: describe an organic reaction: reactants, conditions, products, and yield Starting materials: CN(C1CCOCC1)CC1=CC=C(N)C=C1 (4-[[N-methyl-N-(tetrahydropyran-4-yl)amino]methyl]aniline), C(CCC)OCCOC1=CC=C(C=C1)C=1C=CC2=C(C=C(CCCN2CCC)C(=O)O)C1 (8-[4-(2-butoxyethoxy)phenyl]-1-propyl-1,2,3,4-tetrahydro-1-benzazocine-5-carboxylic acid), CN(C)C=O (DMF), S(=O)(Cl)Cl (thionylchloride). Solvent: O1CCCC1 (tetrahydrofuran), C(C)N(CC)CC (triethylamine), C1CCOC1 (THF), O (water). Reaction conditions: time 30 minute. Yields the product C(CCC)OCCOC1=CC=C(C=C1)C=1C=CC2=C(C=C(CCCN2CCC)C(=O)NC2=CC=C(C=C2)CN(C2CCOCC2)C)C1 (8-[4-(2-butoxyethoxy)phenyl]-1-propyl-N-[4-[(N-methyl-N-(tetrahydropyran-4-yl)amino]methyl)phenyl]-1,2,3,4-tetrahydro-1-benzazocine-5-carboxamide). Yield: 24.3%. As a reaction SMILES: [CH2:1]([O:5][CH2:6][CH2:7][O:8][C:9]1[CH:14]=[CH:13][C:12]([C:15]2[CH:16]=[CH:17][C:18]3[N:25]([CH2:26][CH2:27][CH3:28])[CH2:24][CH2:23][CH2:22][C:21]([C:29](O)=[O:30])=[CH:20][C:19]=3[CH:32]=2)=[CH:11][CH:10]=1)[CH2:2][CH2:3][CH3:4].CN(C=O)C.S(Cl)(Cl)=O.[CH3:42][N:43]([CH2:50][C:51]1[CH:57]=[CH:56][C:54]([NH2:55])=[CH:53][CH:52]=1)[CH:44]1[CH2:49][CH2:48][O:47][CH2:46][CH2:45]1>C1COCC1.O.C(N(CC)CC)C>[CH2:1]([O:5][CH2:6][CH2:7][O:8][C:9]1[CH:10]=[CH:11][C:12]([C:15]2[CH:16]=[CH:17][C:18]3[N:25]([CH2:26][CH2:27][CH3:28])[CH2:24][CH2:23][CH2:22][C:21]([C:29]([NH:55][C:54]4[CH:53]=[CH:52][C:51]([CH2:50][N:43]([CH3:42])[CH:44]5[CH2:49][CH2:48][O:47][CH2:46][CH2:45]5)=[CH:57][CH:56]=4)=[O:30])=[CH:20][C:19]=3[CH:32]=2)=[CH:13][CH:14]=1)[CH2:2][CH2:3][CH3:4]. Reported procedure: To a solution of 8-[4-(2-butoxyethoxy)phenyl]-1-propyl-1,2,3,4-tetrahydro-1-benzazocine-5-carboxylic acid (180 mg) in THF (10 ml) were added a drop of DMF and then thionylchloride (0.04 ml) at 0° C. After stirring at room temperature for 30 minutes under a nitrogen atmosphere, the mixture was added to a solution of 4-[[N-methyl-N-(tetrahydropyran-4-yl)amino]methyl]aniline (118 mg), and triethylamine (1.08 g) in tetrahydrofuran (15 ml) at 0° C. After stirring at room temperature for 1.5 hours und... Starting materials: COc1cc2nccc(Oc3ccc(N)cc3)c2cc1OC, Cc1ccccc1, O=C=Nc1c(F)cccc1F. Product: COc1cc2nccc(Oc3ccc(NC(=O)Nc4c(F)cccc4F)cc3)c2cc1OC. Reaction SMILES: [CH3:1][O:2][c:3]1[cH:4][c:5]2[c:6]([O:15][c:16]3[cH:17][cH:18][c:19]([NH2:22])[cH:20][cH:21]3)[cH:7][cH:8][n:9][c:10]2[cH:11][c:12]1[O:13][CH3:14].[CH3:34][c:35]1[cH:36][cH:37][cH:38][cH:39][cH:40]1.[F:23][c:24]1[c:25]([N:31]=[C:32]=[O:33])[c:26]([F:30])[cH:27][cH:28][cH:29]1>>[CH3:1][O:2][c:3]1[cH:4][c:5]2[c:6]([O:15][c:16]3[cH:17][cH:18][c:19]([NH:22][C:32]([NH:31][c:25]4[c:24]([F:23])[cH:29][cH:28][cH:27][c:26]4[F:30])=[O:33])[cH:20][cH:21]3)[cH:7][cH:8][n:9][c:10]2[cH:11][c:12]1[O:13][CH3:14]. Starting materials: FC1=C(N)C(=CC(=C1)Br)F (2,6-difluoro-4-bromo aniline), ClC1=C(C=CC=C1)B(O)O (2-chlorophenylboronic acid). As a reaction SMILES: [F:1][C:2]1[CH:8]=[C:7](Br)[CH:6]=[C:5]([F:10])[C:3]=1[NH2:4].[Cl:11][C:12]1[CH:17]=[CH:16][CH:15]=[CH:14][C:13]=1B(O)O>>[Cl:11][C:12]1[CH:17]=[CH:16][CH:15]=[CH:14][C:13]=1[C:7]1[CH:8]=[C:2]([F:1])[C:3]([NH2:4])=[C:5]([F:10])[CH:6]=1. Procedure details: The title compound (0.140 g) was prepared from 2,6-difluoro-4-bromo aniline (0.22 g, 1.06 mmol) and 2-chlorophenylboronic acid (0.21 g, 1.38 mmol) as a white solid. 1H-NMR (δ ppm, DMSO-d6, 400 MHz): 7.52-7.50 (m, 1H), 7.40-7.35 (m, 3H), 7.00 (d, J 2.1, 7.6, 2H), 5.39 (s, 2H). Isolated yield 55.1%. The product is ClC1=C(C=CC=C1)C1=CC(=C(C(=C1)F)N)F (2′-chloro-3,5-difluorobiphenyl-4-amine). Starting materials: C[S-], COC(=O)C1(CCCCBr)CCCC1, [Na+], CN(C)C=O, O. Product: COC(=O)C1(CCCCSC)CCCC1. Reaction SMILES: [CH3:15][S-:16].[CH3:1][O:2][C:3](=[O:4])[C:5]1([CH2:10][CH2:11][CH2:12][CH2:13][Br:14])[CH2:6][CH2:7][CH2:8][CH2:9]1.[Na+:17].[O:19]=[CH:20][N:21]([CH3:22])[CH3:23].[OH2:18]>>[CH3:1][O:2][C:3](=[O:4])[C:5]1([CH2:10][CH2:11][CH2:12][CH2:13][S:16][CH3:15])[CH2:6][CH2:7][CH2:8][CH2:9]1. Starting materials: [K] (potassium), C(C)OC(C(C=O)C#N)=O (3-oxo-2-cyanopropanoic acid ethyl ester), C1=CC=C(C=C1)[P+](CCCC[P+](C2=CC=CC=C2)(C3=CC=CC=C3)C4=CC=CC=C4)(C5=CC=CC=C5)C6=CC=CC=C6.[Br-].[Br-] (tetramethylenebis(triphenylphosphonium bromide)). Product: C1(=CC=CC=C1)[P+](CCCC[P+](C1=CC=CC=C1)(C1=CC=CC=C1)C1=CC=CC=C1)(C1=CC=CC=C1)C1=CC=CC=C1.C(C)OC(C(C=O)C#N)=O (3-oxo-2-cyanopropanoic acid ethyl ester tetramethylenebis(triphenylphosphonium) salt). As a reaction SMILES: [K].[CH2:2]([O:4][C:5](=[O:11])[CH:6]([C:9]#[N:10])[CH:7]=[O:8])[CH3:3].[CH:12]1[CH:17]=[CH:16][C:15]([P+:18]([C:48]2[CH:53]=[CH:52][CH:51]=[CH:50][CH:49]=2)([C:42]2[CH:47]=[CH:46][CH:45]=[CH:44][CH:43]=2)[CH2:19][CH2:20][CH2:21][CH2:22][P+:23]([C:36]2[CH:41]=[CH:40][CH:39]=[CH:38][CH:37]=2)([C:30]2[CH:35]=[CH:34][CH:33]=[CH:32][CH:31]=2)[C:24]2[CH:29]=[CH:28][CH:27]=[CH:26][CH:25]=2)=[CH:14][CH:13]=1.[Br-].[Br-]>>[C:30]1([P+:23]([C:24]2[CH:29]=[CH:28][CH:27]=[CH:26][CH:25]=2)([C:36]2[CH:41]=[CH:40][CH:39]=[CH:38][CH:37]=2)[CH2:22][CH2:21][CH2:20][CH2:19][P+:18]([C:42]2[CH:43]=[CH:44][CH:45]=[CH:46][CH:47]=2)([C:15]2[CH:14]=[CH:13][CH:12]=[CH:17][CH:16]=2)[C:48]2[CH:53]=[CH:52][CH:51]=[CH:50][CH:49]=2)[CH:35]=[CH:34][CH:33]=[CH:32][CH:31]=1.[CH2:2]([O:4][C:5](=[O:11])[CH:6]([C:9]#[N:10])[CH:7]=[O:8])[CH3:3] |f:2.3.4,5.6,^1:0|. Procedure details: CDP-12 was prepared similar to the method used to prepare CDP-2 from potassium salt of 3-oxo-2-cyanopropanoic acid ethyl ester (1.43 g, 8 mmol) and tetramethylenebis(triphenylphosphonium bromide) (2.96 g, 4 mmol) to give the corresponding product in quantitative yield that is hygroscopic. Reactants: Brc1cccc(Br)n1, CCOC(C)=O, CC[O-], CCO, [Na+], [Na]. Product: CCOc1cccc(Br)n1. As a reaction SMILES: [Br:9][c:10]1[n:11][c:12]([Br:16])[cH:13][cH:14][cH:15]1.[CH3:17][CH2:18][O:19][C:20]([CH3:21])=[O:22].[CH3:2][CH2:3][O-:4].[CH3:6][CH2:7][OH:8].[Na+:1].[Na:5]>>[CH3:2][CH2:3][O:4][c:10]1[n:11][c:12]([Br:16])[cH:13][cH:14][cH:15]1. The reactants are CC1(C)COc2c(C=O)cc(Br)cc21, CCOCC, CCOC(C)=O, CCCCCC, [Mg+]C1CCCCC1, [Cl-]. Product: CC1(C)COc2c(C(O)C3CCCCC3)cc(Br)cc21. RXN SMILES: [Br:1][c:2]1[cH:3][c:4]([CH:13]=[O:14])[c:5]2[c:6]([cH:12]1)[C:7]([CH3:10])([CH3:11])[CH2:8][O:9]2.[CH3:15][CH2:16][O:17][CH2:18][CH3:19].[CH3:28][CH2:29][O:30][C:31](=[O:32])[CH3:33].[CH3:34][CH2:35][CH2:36][CH2:37][CH2:38][CH3:39].[CH:21]1([Mg+:27])[CH2:22][CH2:23][CH2:24][CH2:25][CH2:26]1.[Cl-:20]>>[Br:1][c:2]1[cH:3][c:4]([CH:13]([OH:14])[CH:21]2[CH2:22][CH2:23][CH2:24][CH2:25][CH2:26]2)[c:5]2[c:6]([cH:12]1)[C:7]([CH3:10])([CH3:11])[CH2:8][O:9]2.